From a dataset of the Open Reaction Database (ORD), a public repository of structured organic reaction records. describe an organic reaction: reactants, conditions, products, and yield Reactants: N1=C(C(=NC=C1)C(=O)[O-])C(=O)OC (Methyl pyrazine-2,3-dicarboxylate), NC(CO)CO (2-Amino-1,3-propanediol). Solvent: CCO (EtOH). Yields the product OCC(CO)NC(=O)C1=NC=CN=C1C(=O)NC(CO)CO (N,N'-bis(1,3-dihydroxyprop-2-yl)pyrazine-2,3-dicarboxamide). Yield: 62.4%. As a reaction SMILES: [N:1]1[CH:6]=[CH:5][N:4]=[C:3]([C:7]([O-:9])=O)[C:2]=1[C:10]([O:12]C)=O.[NH2:14][CH:15]([CH2:18][OH:19])[CH2:16][OH:17]>CCO>[OH:17][CH2:16][CH:15]([NH:14][C:7]([C:3]1[C:2]([C:10]([NH:14][CH:15]([CH2:18][OH:19])[CH2:16][OH:17])=[O:12])=[N:1][CH:6]=[CH:5][N:4]=1)=[O:9])[CH2:18][OH:19]. Procedure details: Methyl pyrazine-2,3-dicarboxylate (2 g, 10.2 mmol) was dissolved in EtOH (5 mL). 2-Amino-1,3-propanediol (1.86 g, 20.4 mmol) was added and the mixture was heated under reflux for 4 h. After cooling the solvent was evaporated and the residue was purified by silica gel chromatography (CHCl3 /MeOH, 8:2) to afford the title compound (2 g, 62.5%).